From a dataset of the Open Reaction Database (ORD), a public repository of structured organic reaction records. describe an organic reaction: reactants, conditions, products, and yield Yields the product ClC=1C=2N(C3=CC=CC=C3N1)C=NC2C2=NOC(=N2)C2CC2 (4-chloro-3-(5-cyclopropyl-1,2,4-oxadiazol-3-yl)-imidazo-[1,5-a]quinoxaline). The solvent is P(=O)(Cl)(Cl)Cl (phosphorus oxychloride). Isolated yield 83.9%. Reported procedure: A ground mixture of 3-(5-cyclopropyl-1,2,4-oxadiazol-3-yl)-4,5-dihydro-4-oxo-imidazo[1,5-a]quinoxaline (3.76 g, 13 mmol) and phosphorus pentachloride (2.67 g, 13 mmol) in phosphorus oxychloride (10 ml) was stirred for 2 h at 150°-160° C. The resulting solution while still warm was poured into 200 ml of ice and stirred for 1 h. The precipitate was collected by filtration, rinsed with water and dried to give 3.4 g of the title compound, m.p. 140°-150° C. (dec.). The crude product obtained in this ... RXN SMILES: [CH:1]1([C:4]2[O:8][N:7]=[C:6]([C:9]3[N:10]=[CH:11][N:12]4[C:21]5[C:16](=[CH:17][CH:18]=[CH:19][CH:20]=5)[NH:15][C:14](=O)[C:13]=34)[N:5]=2)[CH2:3][CH2:2]1.P(Cl)(Cl)(Cl)(Cl)[Cl:24]>P(Cl)(Cl)(Cl)=O>[Cl:24][C:14]1[C:13]2[N:12]([CH:11]=[N:10][C:9]=2[C:6]2[N:5]=[C:4]([CH:1]3[CH2:3][CH2:2]3)[O:8][N:7]=2)[C:21]2[C:16]([N:15]=1)=[CH:17][CH:18]=[CH:19][CH:20]=2. Reaction conditions: time 2 hour. Starting materials: C1(CC1)C1=NC(=NO1)C=1N=CN2C1C(NC1=CC=CC=C21)=O (3-(5-cyclopropyl-1,2,4-oxadiazol-3-yl)-4,5-dihydro-4-oxo-imidazo[1,5-a]quinoxaline), P(Cl)(Cl)(Cl)(Cl)Cl (phosphorus pentachloride), ice. The reactants are ice water, C(=O)(C(F)(F)F)O (TFA), ClC1=CC=C(S1)S(=O)(=O)N(C1=NN(C2=CC=CC(=C12)OC)C(=O)OC(C)(C)C)S(=O)(=O)C=1SC(=CC1)Cl (1,1-dimethylethyl 3-{bis[(5-chloro-2-thienyl)sulfonyl]amino}-4-(methyloxy)-1H-indazole-1-carboxylate), Intermediate 9. The solvent is C(Cl)Cl (DCM), C(Cl)Cl (DCM), O (water). Run at time 4 hour. Product: ClC1=CC=C(S1)S(=O)(=O)N(C1=NNC2=CC=CC(=C12)OC)S(=O)(=O)C=1SC(=CC1)Cl (5-Chloro-N-[(5-chloro-2-thienyl)sulfonyl]-N-[4-(methyloxy)-1H-indazol-3-yl]-2-thiophenesulfonamide). As a reaction SMILES: [Cl:1][C:2]1[S:6][C:5]([S:7]([N:10]([S:29]([C:32]2[S:33][C:34]([Cl:37])=[CH:35][CH:36]=2)(=[O:31])=[O:30])[C:11]2[C:19]3[C:14](=[CH:15][CH:16]=[CH:17][C:18]=3[O:20][CH3:21])[N:13](C(OC(C)(C)C)=O)[N:12]=2)(=[O:9])=[O:8])=[CH:4][CH:3]=1.C(O)(C(F)(F)F)=O>C(Cl)Cl.O>[Cl:37][C:34]1[S:33][C:32]([S:29]([N:10]([S:7]([C:5]2[S:6][C:2]([Cl:1])=[CH:3][CH:4]=2)(=[O:8])=[O:9])[C:11]2[C:19]3[C:14](=[CH:15][CH:16]=[CH:17][C:18]=3[O:20][CH3:21])[NH:13][N:12]=2)(=[O:30])=[O:31])=[CH:36][CH:35]=1. Procedure: To a cooled, ice/water bath, solution of 1,1-dimethylethyl 3-{bis[(5-chloro-2-thienyl)sulfonyl]amino}-4-(methyloxy)-1H-indazole-1-carboxylate (for a preparation see Intermediate 9) (4.17 g, 6.68 mmol) in DCM (20 mL) was added TFA (10.29 mL, 134 mmol) and the solution was stirred at room temperature for 4 hours. The reaction mixture was diluted with DCM (100 mL) and water (50 mL). The organic phase was passed through an hydrophobic frit and the solvent was removed in vacuo to give the product (3.... The reactants are grignard reagents, C(C(=O)Cl)(=O)Cl (oxalyl chloride), C(C1=CC=CC=C1)[C@@H]([C@@H](C(=O)N1CSC([C@H]1C(NCC1=C(C=CC=C1)C)=O)(C)C)O)NC(=O)C=1C=2C=CNC2C=CC1 (1H-Indole-4-carboxylic acid {(1S,2S)-1-benzyl-3-[(R)-5,5-dimethyl-4-(2-methyl-benzylcarbamoyl)-thiazolidin-3-yl]-2-hydroxy-3-oxo-propyl}-amide), amino-ketones. Yields the product C1CCC(CC1)N=C=NC2CCCCC2 (DCC), 26. RXN SMILES: C([C@H](NC([C:34]1[C:35]2C=[CH:37][NH:38][C:39]=2[CH:40]=[CH:41][CH:42]=1)=O)[C@H](O)C(N1[C@H](C(=O)NCC2C=CC=CC=2C)C(C)(C)SC1)=O)C1C=CC=CC=1.[C:43](Cl)(=O)[C:44](Cl)=O>>[CH2:44]1[CH2:43][CH2:40][CH:39]([N:38]=[C:37]=[N:38][CH:39]2[CH2:35][CH2:34][CH2:42][CH2:41][CH2:40]2)[CH2:35][CH2:34]1. Procedure details: The synthesis of compounds with the general structure 27 is as follows. The boc-protected thiazolidine carboxylic acid 1 is converted to amino-ketones 26 with requisite grignard reagents 25 in the presence of oxalyl chloride. Final compounds 27 are obtained by a DCC-mediated coupling of 26 and 4 followed by deprotection of the P2 phenol. Final compounds were purified either by flash chromatography or preparative HPLC. Specific Method D Procedure: Example 62 was prepared from 1-(4-chloro phenyl)cyclopentanecarboxylic acid and N-{3-[1-(3-aminopropyl)-4-piperidinyl]phenyl}propanamide according to the procedures described in Scheme 10: ESMS m/e: 496.4 (M+H)+. The product is ClC1=CC=C(C=C1)C1(CCCC1)C(=O)NCCCN1CCC(CC1)C1=CC(=CC=C1)NC(CC)=O (1-(4-CHLOROPHENYL)-N-(3-{4-[3-(PROPIONYLAMINO)PHENYL]-1-PIPERIDINYL}PROPYL)CYCLOPENTANECARBOXAMIDE). Reaction SMILES: [Cl:1][C:2]1[CH:7]=[CH:6][C:5]([C:8]2([C:13]([OH:15])=O)[CH2:12][CH2:11][CH2:10][CH2:9]2)=[CH:4][CH:3]=1.[NH2:16][CH2:17][CH2:18][CH2:19][N:20]1[CH2:25][CH2:24][CH:23]([C:26]2[CH:27]=[C:28]([NH:32][C:33](=[O:36])[CH2:34][CH3:35])[CH:29]=[CH:30][CH:31]=2)[CH2:22][CH2:21]1>>[Cl:1][C:2]1[CH:3]=[CH:4][C:5]([C:8]2([C:13]([NH:16][CH2:17][CH2:18][CH2:19][N:20]3[CH2:25][CH2:24][CH:23]([C:26]4[CH:31]=[CH:30][CH:29]=[C:28]([NH:32][C:33](=[O:36])[CH2:34][CH3:35])[CH:27]=4)[CH2:22][CH2:21]3)=[O:15])[CH2:9][CH2:10][CH2:11][CH2:12]2)=[CH:6][CH:7]=1. The reactants are ClC1=CC=C(C=C1)C1(CCCC1)C(=O)O (1-(4-chloro phenyl)cyclopentanecarboxylic acid), NCCCN1CCC(CC1)C=1C=C(C=CC1)NC(CC)=O (N-{3-[1-(3-aminopropyl)-4-piperidinyl]phenyl}propanamide). Reactants: C(=O)(OC(C)(C)C)N1[C@@H](CN(CC1)C(C)C)C ((R)-1-Boc-2-methyl-4-isopropylpiperazine), Cl (HCl), solution. Run in O1CCOCC1 (1,4-dioxane), O1CCOCC1 (1,4-dioxane). Run at time 28 hour. Product: C(C)(C)N1C[C@H](NCC1)C ((R)-1-isopropyl-3-methylpiperazine). As a reaction SMILES: C([N:8]1[CH2:13][CH2:12][N:11]([CH:14]([CH3:16])[CH3:15])[CH2:10][C@H:9]1[CH3:17])(OC(C)(C)C)=O.Cl>O1CCOCC1>[CH:14]([N:11]1[CH2:12][CH2:13][NH:8][C@H:9]([CH3:17])[CH2:10]1)([CH3:16])[CH3:15]. Reported procedure: To crude (R)-1-Boc-2-methyl-4-isopropylpiperazine in 1,4-dioxane (10 mL) was added HCl (5 mL of a 4M solution in 1,4-dioxane). The reaction mixture was stirred at room temperature for 28 h then concentrated. The resulting solid was suspended in diethyl ether, concentrated and dried on high vacuum for 1 d. The resulting solid was taken up in aq. 2N NaOH and the solution extracted three times with DCM. The combined organic layers were dried over sodium sulfate, filtered, and concentrated to provid... Starting materials: C1(CC1)CNC1=NC=CC=C1N (N2-(cyclopropylmethyl)pyridine-2,3-diamine), ClC1=CC=C(C=C1)C(C(=O)O)=O ((4-chlorophenyl)(oxo)acetic acid). The solvent is CO (methanol). The product is ClC1=CC=C(C=C1)C1=NC2=C(N(C1=O)CC1CC1)N=CC=C2 (2-(4-chlorophenyl)-4-cyclopropylmethylpyrido[2,3-b]pyrazin-3(4H)-one). As a reaction SMILES: [CH:1]1([CH2:4][NH:5][C:6]2[C:11]([NH2:12])=[CH:10][CH:9]=[CH:8][N:7]=2)[CH2:3][CH2:2]1.[Cl:13][C:14]1[CH:19]=[CH:18][C:17]([C:20](=O)[C:21](O)=[O:22])=[CH:16][CH:15]=1>CO>[Cl:13][C:14]1[CH:19]=[CH:18][C:17]([C:20]2[C:21](=[O:22])[N:5]([CH2:4][CH:1]3[CH2:2][CH2:3]3)[C:6]3[N:7]=[CH:8][CH:9]=[CH:10][C:11]=3[N:12]=2)=[CH:16][CH:15]=1. Procedure details: 430 mg (2.63 mM) of N2-(cyclopropylmethyl)pyridine-2,3-diamine and 485.4 mg (2.63 mM) of (4-chlorophenyl)(oxo)acetic acid in 6 ml of methanol were refluxed for 16 h. A solid crystallized. The compound was filtered and washed with methanol to give